Dataset: the Open Reaction Database (ORD), a public repository of structured organic reaction records. Task: describe an organic reaction: reactants, conditions, products, and yield The reactants are C1CCOC1, COC(=O)c1ccc2[nH]c(C(Cl)(Cl)Cl)nc2c1, NC1CCN(C2CC2)CC1, Cl, Cl, [Na+], O=C([O-])O, O. Product: COC(=O)c1ccc2[nH]c(C(=O)NC3CCN(C4CC4)CC3)nc2c1. RXN SMILES: [CH2:35]1[O:36][CH2:37][CH2:38][CH2:39]1.[CH3:18][O:19][C:20](=[O:21])[c:22]1[cH:23][c:24]2[c:25]([nH:26][c:27]([C:29]([Cl:30])([Cl:31])[Cl:32])[n:28]2)[cH:33][cH:34]1.[CH:3]1([N:6]2[CH2:7][CH2:8][CH:9]([NH2:12])[CH2:10][CH2:11]2)[CH2:4][CH2:5]1.[ClH:1].[ClH:2].[Na+:17].[O-:13][C:14]([OH:15])=[O:16].[OH2:40]>>[CH:3]1([N:6]2[CH2:7][CH2:8][CH:9]([NH:12][C:29](=[O:13])[c:27]3[nH:26][c:25]4[c:24]([cH:23][c:22]([C:20]([O:19][CH3:18])=[O:21])[cH:34][cH:33]4)[n:28]3)[CH2:10][CH2:11]2)[CH2:4][CH2:5]1.